Dataset: the Open Reaction Database (ORD), a public repository of structured organic reaction records. Task: describe an organic reaction: reactants, conditions, products, and yield Starting materials: BrC=1C=CC2=C(C=3N(CCO2)C(=C(N3)C(=O)N)C(=O)NC)C1 (10-bromo-N3-methyl-5,6-dihydrobenzo[f]imidazo[1,2-d][1,4]oxazepine-2,3-dicarboxamide), N1=C(C=CC=C1)C(C)(C#C)O (2-(pyridin-2-yl)but-3-yn-2-ol). The product is OC(C#CC=1C=CC2=C(C=3N(CCO2)C(=C(N3)C(=O)N)C(=O)NC)C1)(C)C1=NC=CC=C1 ((±)-10-[3-hydroxy-3-(2-pyridyl)but-1-ynyl]-N3-methyl-5,6-dihydroimidazo[1,2-d][1,4]benzoxazepine-2,3-dicarboxamide). Yield: 17.0%. Reaction SMILES: Br[C:2]1[CH:3]=[CH:4][C:5]2[O:11][CH2:10][CH2:9][N:8]3[C:12]([C:18]([NH:20][CH3:21])=[O:19])=[C:13]([C:15]([NH2:17])=[O:16])[N:14]=[C:7]3[C:6]=2[CH:22]=1.[N:23]1[CH:28]=[CH:27][CH:26]=[CH:25][C:24]=1[C:29]([OH:33])([C:31]#[CH:32])[CH3:30]>>[OH:33][C:29]([C:24]1[CH:25]=[CH:26][CH:27]=[CH:28][N:23]=1)([CH3:30])[C:31]#[C:32][C:2]1[CH:3]=[CH:4][C:5]2[O:11][CH2:10][CH2:9][N:8]3[C:12]([C:18]([NH:20][CH3:21])=[O:19])=[C:13]([C:15]([NH2:17])=[O:16])[N:14]=[C:7]3[C:6]=2[CH:22]=1. Procedure: 10-bromo-N3-methyl-5,6-dihydrobenzo[f]imidazo[1,2-d][1,4]oxazepine-2,3-dicarboxamide was reacted with 2-(pyridin-2-yl)but-3-yn-2-ol via General Procedure E to yield 14 mg (17%) of (±)-10-[3-hydroxy-3-(2-pyridyl)but-1-ynyl]-N3-methyl-5,6-dihydroimidazo[1,2-d][1,4]benzoxazepine-2,3-dicarboxamide. Starting materials: C1(=CC=CC=C1)CC(=O)O (2-phenylacetic acid), Cl(=O)(=O)(=O)O (perchloric acid), C(C)(C)(C)OC(=O)C (t-BuOAc), C(=O)(O)[O-].[Na+] (NaHCO3), CCOCC (Et2O). Run at time 20 hour. Yields the product C1(=CC=CC=C1)CC(=O)OC(C)(C)C (tert-Butyl 2-phenylacetate). The yield is 68.0%. As a reaction SMILES: [C:1]1([CH2:7][C:8]([OH:10])=[O:9])[CH:6]=[CH:5][CH:4]=[CH:3][CH:2]=1.Cl(O)(=O)(=O)=O.C([O-])(O)=O.[Na+].CCOCC.[C:26](OC(C)=O)([CH3:29])([CH3:28])[CH3:27]>>[C:1]1([CH2:7][C:8]([O:10][C:26]([CH3:29])([CH3:28])[CH3:27])=[O:9])[CH:6]=[CH:5][CH:4]=[CH:3][CH:2]=1 |f:2.3|. Reported procedure: A solution of 2-phenylacetic acid (12 g, 88 mmol) in t-BuOAc (250 mL) in a 1 L round-bottomed flask was treated with perchloric acid (70% redistilled, 0.212 mL, 3.53 mmol) and stirred at room temperature for 20 hours. The solution was transferred very slowly to stirred mixture of saturated aqueous NaHCO3 and Et2O. Gas evolution was observed. The resulting layers were separated and the organic layer was washed with saturated aqueous NaHCO3, dried over MgSO4, filtered, and concentrated to give Int... The reactants are FC(C(=O)O)(F)F (trifluoroacetic acid), COC(CC(C)=O)=O (3-oxo-butanoic acid methyl ester), CC1(CC2=CC=C(C=C2C1)N(NC(=O)OC(C)(C)C)C(=O)OC(C)(C)C)C (Di-tert-butyl 1-(2,2-dimethyl-1H-inden-5-yl)hydrazine-1,2-dicarboxylate). The solvent is C(C)(=O)O (acetic acid). Run at temperature 90 celsius, time 2 hour. The product is CC1(CC2=CC=C(C=C2C1)N1N=C(CC1=O)C)C (2-(2,2-dimethyl-indan-5-yl)-5-methyl-2,4-dihydro-pyrazol-3-one). Yield: 21.8%. RXN SMILES: [CH3:1][C:2]1([CH3:27])[CH2:10][C:9]2[C:4](=[CH:5][CH:6]=[C:7]([N:11](C(OC(C)(C)C)=O)[NH:12]C(OC(C)(C)C)=O)[CH:8]=2)[CH2:3]1.FC(F)(F)C(O)=O.C[O:36][C:37](=O)[CH2:38][C:39](=O)[CH3:40]>C(O)(=O)C>[CH3:1][C:2]1([CH3:27])[CH2:10][C:9]2[C:4](=[CH:5][CH:6]=[C:7]([N:11]3[C:37](=[O:36])[CH2:38][C:39]([CH3:40])=[N:12]3)[CH:8]=2)[CH2:3]1. Procedure: Di-tert-butyl 1-(2,2-dimethyl-1H-inden-5-yl)hydrazine-1,2-dicarboxylate 45c (3.3 g, 8.78 mmol) was dissolved in 12 mL of acetic acid followed by addition of 6 mL of trifluoroacetic acid and 3-oxo-butanoic acid methyl ester (1.5 mL, 13.8 mmol). Upon completion of the addition, the reaction mixture was stirred at 90° C. for 2 hours. The reaction was monitored by TLC until the disappearance of the starting materials. The mixture was concentrated under reduced pressure and the residue was diluted wi... Reactants: ClC=1C=C(C=O)C=C(C1O)OC (3-chloro-4-hydroxy-5-methoxy-benzaldehyde), BrC1=C(C=CC=C1)CC(=O)OC (methyl 2-bromophenylacetate), C(=O)([O-])[O-].[K+].[K+] (K2CO3). Run in CC(=O)C (acetone). Product: ClC1=C(OC(C(=O)OC)C2=CC=CC=C2)C(=CC(=C1)CO)OC (methyl 2-(2-chloro-4-hydroxymethyl-6-methoxyphenoxy)-2-phenylacetate). Isolated yield 63.9%. RXN SMILES: [Cl:1][C:2]1[CH:3]=[C:4]([CH:7]=[C:8]([O:11][CH3:12])[C:9]=1[OH:10])[CH:5]=[O:6].Br[C:14]1[CH:19]=[CH:18][CH:17]=[CH:16][C:15]=1[CH2:20][C:21]([O:23][CH3:24])=[O:22].C([O-])([O-])=O.[K+].[K+]>CC(C)=O>[Cl:1][C:2]1[CH:3]=[C:4]([CH2:5][OH:6])[CH:7]=[C:8]([O:11][CH3:12])[C:9]=1[O:10][CH:20]([C:15]1[CH:16]=[CH:17][CH:18]=[CH:19][CH:14]=1)[C:21]([O:23][CH3:24])=[O:22] |f:2.3.4|. Procedure: A mixture of 0.50 g (2.65 mmol) of 3-chloro-4-hydroxy-5-methoxy-benzaldehyde, 0.668 g (2.92 mmol) of methyl 2-bromophenylacetate and K2CO3 (0.73 g, 5.3 mmol) in acetone (8 mL) was refluxed for 14 h. The mixture was cooled, filtered and evaporated in vacuo, and the residue was purified by flash chromatography on a silica gel column using 5% ethylacetate in hexane to afford 0.570 g (64%) of the title compound.